Dataset: the Open Reaction Database (ORD), a public repository of structured organic reaction records. Task: describe an organic reaction: reactants, conditions, products, and yield Starting materials: BrC1=CC(=C(C(=C1)C)C1=C(SC2=C1N=C(N=C2N2CCC(CC2)CC#N)C)C)C ({1-[7-(4-bromo-2,6-dimethyl-phenyl)-2,6-dimethyl-thieno[3,2-d]pyrimidin-4-yl]-piperidin-4-yl}-acetonitrile), [OH-].[K+] (KOH), OS(=O)(=O)[O-].[K+] (KHSO4). Solvent: CCO (EtOH), O (H2O). Conditions: temperature 105 celsius. Product: BrC1=CC(=C(C(=C1)C)C1=C(SC2=C1N=C(N=C2N2CCC(CC2)CC(=O)O)C)C)C ({1-[7-(4-Bromo-2,6-dimethyl-phenyl)-2,6-dimethyl-thieno[3,2-d]pyrimidin-4-yl]-piperidin-4-yl}-acetic acid). Reaction SMILES: [Br:1][C:2]1[CH:7]=[C:6]([CH3:8])[C:5]([C:9]2[C:13]3[N:14]=[C:15]([CH3:27])[N:16]=[C:17]([N:18]4[CH2:23][CH2:22][CH:21]([CH2:24][C:25]#N)[CH2:20][CH2:19]4)[C:12]=3[S:11][C:10]=2[CH3:28])=[C:4]([CH3:29])[CH:3]=1.[OH-:30].[K+].[OH:32]S([O-])(=O)=O.[K+]>CCO.O>[Br:1][C:2]1[CH:7]=[C:6]([CH3:8])[C:5]([C:9]2[C:13]3[N:14]=[C:15]([CH3:27])[N:16]=[C:17]([N:18]4[CH2:23][CH2:22][CH:21]([CH2:24][C:25]([OH:32])=[O:30])[CH2:20][CH2:19]4)[C:12]=3[S:11][C:10]=2[CH3:28])=[C:4]([CH3:29])[CH:3]=1 |f:1.2,3.4|. Reported procedure: A mixture of {1-[7-(4-bromo-2,6-dimethyl-phenyl)-2,6-dimethyl-thieno[3,2-d]pyrimidin-4-yl]-piperidin-4-yl}-acetonitrile (350 mg) and KOH (492 mg) in a mixture of EtOH (1.5 mL) and H2O (1.0 mL) in a sealed tube was heated at 105° C. for 3 hours. After concentration of the reaction mixture under reduced pressure, 5% KHSO4 aqueous solution was added and extracted with CHCl3. The organic layer washed with brine, dried over anhydrous Na2SO4 and concentrated under reduced pressure. The residue was pur... The reactants are C1CCOC1, COC(=O)C(C)(C)NC(=O)c1ccc2ccccc2c1OCCO, Oc1cc(F)cc(F)c1, c1ccc(P(c2ccccc2)c2ccccc2)cc1. The product is COC(=O)C(C)(C)NC(=O)c1ccc2ccccc2c1OCCOc1cc(F)cc(F)c1. Reaction SMILES: [CH2:53]1[O:54][CH2:55][CH2:56][CH2:57]1.[CH3:1][O:2][C:3]([C:4]([CH3:5])([CH3:6])[NH:7][C:8](=[O:9])[c:10]1[c:11]([O:20][CH2:21][CH2:22][OH:23])[c:12]2[cH:13][cH:14][cH:15][cH:16][c:17]2[cH:18][cH:19]1)=[O:24].[F:25][c:26]1[cH:27][c:28]([OH:33])[cH:29][c:30]([F:32])[cH:31]1.[c:34]1([P:35]([c:36]2[cH:37][cH:38][cH:39][cH:40][cH:41]2)[c:42]2[cH:43][cH:44][cH:45][cH:46][cH:47]2)[cH:48][cH:49][cH:50][cH:51][cH:52]1>>[CH3:1][O:2][C:3]([C:4]([CH3:5])([CH3:6])[NH:7][C:8](=[O:9])[c:10]1[c:11]([O:20][CH2:21][CH2:22][O:23][c:28]2[cH:27][c:26]([F:25])[cH:31][c:30]([F:32])[cH:29]2)[c:12]2[cH:13][cH:14][cH:15][cH:16][c:17]2[cH:18][cH:19]1)=[O:24]. The reactants are ( a ), poly(ethylene brassylate), C(CCCCCCCCCCCCCCCCC)(=O)[O-].[Al+3].C(CCCCCCCCCCCCCCCCC)(=O)[O-].C(CCCCCCCCCCCCCCCCC)(=O)[O-] (aluminum stearate), C(CCCCCCCCCCCCCCCCC)(=O)[O-].[Na+] (sodium stearate). Reagents/catalysts: C(CCCCCCCCCCCCCCCCC)(=O)[O-].[Al+3].C(CCCCCCCCCCCCCCCCC)(=O)[O-].C(CCCCCCCCCCCCCCCCC)(=O)[O-] (aluminum stearate), C(CCCCCCCCCCCCCCCCC)(=O)[O-].[Pb+2].C(CCCCCCCCCCCCCCCCC)(=O)[O-] (lead stearate). Conditions: time 4 hour. Product: C1(CCCCCCCCCCCC(=O)OCCO1)=O (ethylene brassylate). Isolated yield 95.9%. Reaction SMILES: [C:1]([O-:20])(=[O:19])[CH2:2][CH2:3][CH2:4][CH2:5][CH2:6][CH2:7][CH2:8][CH2:9][CH2:10][CH2:11][CH2:12][CH2:13]CCCCC.[Al+3].[C:22]([O-])(=[O:40])[CH2:23]CCCCCCCCCCCCCCCC.C([O-])(=[O:60])CCCCCCCCCCCCCCCCC.C([O-])(=O)CCCCCCCCCCCCCCCCC.[Na+]>C([O-])(=O)CCCCCCCCCCCCCCCCC.[Al+3].C([O-])(=O)CCCCCCCCCCCCCCCCC.C([O-])(=O)CCCCCCCCCCCCCCCCC.C([O-])(=O)CCCCCCCCCCCCCCCCC.[Pb+2].C([O-])(=O)CCCCCCCCCCCCCCCCC>[C:13]1(=[O:60])[O:40][CH2:22][CH2:23][O:20][C:1](=[O:19])[CH2:2][CH2:3][CH2:4][CH2:5][CH2:6][CH2:7][CH2:8][CH2:9][CH2:10][CH2:11][CH2:12]1 |f:0.1.2.3,4.5,6.7.8.9,10.11.12|. Reported procedure: To demonstrate the improved yields and increased reaction rates obtained utilizing the mixed metal catalysts of this invention, batch polymerizations were identically conducted using (a) a mixed metal catalyst comprised of aluminum stearate and sodium stearate (1.1 molar ratio), (b) aluminum stearate catalyst, and (c) lead stearate catalyst. These reactions were conducted in accordance with the procedure employed in Example II utilizing 74 grams poly(ethylene brassylate) and 0.5 mole percent of ... Starting materials: C(C)(C)(C)OC(=O)NCC=1C=C(C(=CC1)[N+](=O)[O-])CCC(=O)OC (methyl 3-(3-tert-butoxycarbonylaminomethyl-6-nitrophenyl)propionate), [H][H] (hydrogen). Reagents/catalysts: [Pd] (Pd/C). Solvent: C(C)(=O)OCC (ethyl acetate). Product: COC(=O)CCC1=C(N)C=CC(=C1)CNC(=O)OC(C)(C)C (2-(2-Methoxycarbonylethyl)-4-tert-butoxycarbonylaminomethylaniline). Yield: 116.1%. RXN SMILES: [C:1]([O:5][C:6]([NH:8][CH2:9][C:10]1[CH:11]=[C:12]([CH2:19][CH2:20][C:21]([O:23][CH3:24])=[O:22])[C:13]([N+:16]([O-])=O)=[CH:14][CH:15]=1)=[O:7])([CH3:4])([CH3:3])[CH3:2].[H][H]>C(OCC)(=O)C.[Pd]>[CH3:24][O:23][C:21]([CH2:20][CH2:19][C:12]1[CH:11]=[C:10]([CH2:9][NH:8][C:6]([O:5][C:1]([CH3:4])([CH3:3])[CH3:2])=[O:7])[CH:15]=[CH:14][C:13]=1[NH2:16])=[O:22]. Procedure details: A solution of methyl 3-(3-tert-butoxycarbonylaminomethyl-6-nitrophenyl)propionate (3.2 g, 9.5 mmol) in ethyl acetate (35 mL) in the presence of 10% Pd/C was hydrogenated under atmospheric pressure of hydrogen at room temperature. The catalyst was removed by filtration by using celite and the filtrate was concentrated to give 3.4 g of the title compound. RXN SMILES: Cl[C:2]1[CH:7]=[CH:6][CH:5]=[C:4]([N:8]2[CH:12]=[CH:11][N:10]=[N:9]2)[N:3]=1.[CH3:13][O-:14].[Na+]>CS(C)=O>[CH3:13][O:14][C:2]1[CH:7]=[CH:6][CH:5]=[C:4]([N:8]2[CH:12]=[CH:11][N:10]=[N:9]2)[N:3]=1 |f:1.2|. Starting materials: ClC1=NC(=CC=C1)N1N=NC=C1 (2-chloro-6-(1H-1,2,3-triazol-1-yl)pyridine), C[O-].[Na+] (sodium methoxide). Reported procedure: A mixture of 4.00 g (20 mmol) of 2-chloro-6-(1H-1,2,3-triazol-1-yl)pyridine and 8.5 ml of sodium methoxide (25 percent in methanol, 40 mmol) in dimethyl sulfoxide was heated at 80° C. for six hours. The mixture was cooled, poured over ice and extracted with methylene chloride. The extract was dried over magnesium sulfate and stripped of solvent. The solid residue was triturated in a minimal amount of methanol and filtered to yield 0.4 g (10 percent of theory) of tan solid product; m.p., 75°-78° ... The product is COC1=NC(=CC=C1)N1N=NC=C1 (2-Methoxy-6-(1H-1,2,3-triazol-1-yl)pyridine). Run in CS(=O)C (dimethyl sulfoxide). Conditions: temperature 80 celsius.